describe an organic reaction: reactants, conditions, products, and yield From a dataset of the Open Reaction Database (ORD), a public repository of structured organic reaction records. The reactants are CC(=O)Nc1nc(Br)sc1-c1ccccc1, CC(=O)[O-], CO, [H][H], [Na+]. Yields the product CC(=O)Nc1ncsc1-c1ccccc1. Reaction SMILES: [C:1]([CH3:2])(=[O:3])[NH:4][c:5]1[n:6][c:7]([Br:16])[s:8][c:9]1-[c:10]1[cH:11][cH:12][cH:13][cH:14][cH:15]1.[CH3:18][C:19](=[O:20])[O-:21].[CH3:24][OH:25].[H:22][H:23].[Na+:17]>>[C:1]([CH3:2])(=[O:3])[NH:4][c:5]1[n:6][cH:7][s:8][c:9]1-[c:10]1[cH:11][cH:12][cH:13][cH:14][cH:15]1. Reactants: C(C)(C)N1N=CC(=C(C1=O)Br)Br (2-i-propyl-4,5-dibromo-3(2H)pyridazinone), O (water), Cl.COC1=C(C2=CC=CC=C2C=C1)CN (2-methoxy-1-naphthylmethylamine hydrochloride), C([O-])([O-])=O.[Na+].[Na+] (sodium carbonate). Solvent: O1CCOCC1 (1,4-dioxane). Reaction conditions: time 8 hour. Yields the product C(C)(C)N1N=CC(=C(C1=O)Br)NCC1=C(C=CC2=CC=CC=C12)OC (2-i-propyl-4-bromo-5-(2-methoxy-1-naphthylmethylamino)-3(2H)pyridazinone). RXN SMILES: [CH:1]([N:4]1[C:9](=[O:10])[C:8]([Br:11])=[C:7](Br)[CH:6]=[N:5]1)([CH3:3])[CH3:2].Cl.[CH3:14][O:15][C:16]1[CH:25]=[CH:24][C:23]2[C:18](=[CH:19][CH:20]=[CH:21][CH:22]=2)[C:17]=1[CH2:26][NH2:27].C(=O)([O-])[O-].[Na+].[Na+].O>O1CCOCC1>[CH:1]([N:4]1[C:9](=[O:10])[C:8]([Br:11])=[C:7]([NH:27][CH2:26][C:17]2[C:18]3[C:23](=[CH:22][CH:21]=[CH:20][CH:19]=3)[CH:24]=[CH:25][C:16]=2[O:15][CH3:14])[CH:6]=[N:5]1)([CH3:3])[CH3:2] |f:1.2,3.4.5|. Procedure details: A mixture comprising 1.48 g of 2-i-propyl-4,5-dibromo-3(2H)pyridazinone, 1.68 g of 2-methoxy-1-naphthylmethylamine hydrochloride, 1.33 g of sodium carbonate, 30 ml of water and 30 ml of 1,4-dioxane, was refluxed under stirring overnight. Then, the solvent was distilled off under reduced pressure, and water was poured to the residue thus obtained. The mixture was extracted with ethyl acetate. The extract was washed sequentially with a 2 wt% hydrochloric acid aqueous solution, water and a saturate... Reactants: C(C1=CC=CC=C1)N1C(N(C(C=2C1=NN1C2NC(=C1)CCCC)=O)CCC)=O (1-benzyl-6-butyl-3-propyl-1,2,3,4-tetrahydro-5H-imidazo [2',1':5,1]pyrazolo[3,4-d]pyrimidine-2,4-dione), C(=O)([O-])[O-].[K+].[K+] (K2CO3), CI (methyl iodide). The solvent is CN(C)C=O (DMF). Run at time 8 hour. Yields the product C(C1=CC=CC=C1)N1C(N(C(C=2C1=NN1C2N(C(=C1)CCCC)C)=O)CCC)=O (1-Benzyl-6-butyl-5-methyl-3-propyl-1,2,3,4-tetrahydro-5H-imidazo [2',1':5,1]pyrazolo[3,4-d]pyrimidine-2,4-dione). The yield is 98.4%. RXN SMILES: [CH2:1]([N:8]1[C:13]2=[N:14][N:15]3[CH:19]=[C:18]([CH2:20][CH2:21][CH2:22][CH3:23])[NH:17][C:16]3=[C:12]2[C:11](=[O:24])[N:10]([CH2:25][CH2:26][CH3:27])[C:9]1=[O:28])[C:2]1[CH:7]=[CH:6][CH:5]=[CH:4][CH:3]=1.[C:29]([O-])([O-])=O.[K+].[K+].CI>CN(C=O)C>[CH2:1]([N:8]1[C:13]2=[N:14][N:15]3[CH:19]=[C:18]([CH2:20][CH2:21][CH2:22][CH3:23])[N:17]([CH3:29])[C:16]3=[C:12]2[C:11](=[O:24])[N:10]([CH2:25][CH2:26][CH3:27])[C:9]1=[O:28])[C:2]1[CH:7]=[CH:6][CH:5]=[CH:4][CH:3]=1 |f:1.2.3|. Reported procedure: In DMF (20 ml) was dissolved 1-benzyl-6-butyl-3-propyl-1,2,3,4-tetrahydro-5H-imidazo [2',1':5,1]pyrazolo[3,4-d]pyrimidine-2,4-dione (0.5 g). To the solution were added, at room temperature, K2CO3 (0.5 g) and methyl iodide (0.5 g). The mixture was stirred for 8 hours and concentrated to dryness. To the residue was added water, then precipitating crystals were recrystallized from aqueous methanol to give colorless crystals (0.51 g, 98%), m.p. 139°-140° C. Reactants: [Cl-].[Na+] (sodium chloride), O=C1CCC2=C(NC=3C=CC=C1C23)C(=O)OCC (ethyl 1,3,4,5-tetrahydro-5-oxo-benz[cd]indole-2-carboxylate), [BH4-].[Na+] (sodium borohydride), C(C)O (ethanol). The solvent is O1CCCC1 (tetrahydrofuran). Conditions: time 1.5 hour. The product is OC1CCC2=C(NC=3C=CC=C1C23)C(=O)OCC (ethyl 1,3,4,5-tetrahydro-5-hydroxy-benz[cd]indole-2-carboxylate). Yield: 99.4%. Reaction SMILES: [O:1]=[C:2]1[C:12]2[C:13]3[C:5](=[C:6]([C:14]([O:16][CH2:17][CH3:18])=[O:15])[NH:7][C:8]=3[CH:9]=[CH:10][CH:11]=2)[CH2:4][CH2:3]1.[BH4-].[Na+].C(O)C.[Cl-].[Na+]>O1CCCC1>[OH:1][CH:2]1[C:12]2[C:13]3[C:5](=[C:6]([C:14]([O:16][CH2:17][CH3:18])=[O:15])[NH:7][C:8]=3[CH:9]=[CH:10][CH:11]=2)[CH2:4][CH2:3]1 |f:1.2,4.5|. Reported procedure: A mixture of ethyl 1,3,4,5-tetrahydro-5-oxo-benz[cd]indole-2-carboxylate (0.40 g, 1.64 mmol), sodium borohydride (0.062 g, 1.64 mmol), ethanol (2 ml) and tetrahydrofuran (8 ml) was stirred at 0°-5° C. for 1.5 hours. The reaction mixture was poured into a 5% aqueous sodium chloride solution, followed by extraction with ethyl acetate (three times). The extract solution was washed twice with a 5% aqueous sodium chloride solution and then dried over anhydrous magnesium sulfate. The solvent was disti... The reactants are ClC1=C(C=CC=C1)N1N=C(C(=C1C1=CC=C(C=C1)Cl)O)C(=O)O (1-(2-Chlorophenyl)-5-(4-chlorophenyl)-4-hydroxy-1H-pyrazole-3-carboxylic acid), C(C)(C)N(C(C)C)CC (N,N-Diisopropylethylamine), C(C)(=O)OC(C)=O (Acetic anhydride). Solvent: C(Cl)Cl (methylene chloride). Reaction conditions: time 16 hour. Product: C(C)(=O)OC=1C(=NN(C1C1=CC=C(C=C1)Cl)C1=C(C=CC=C1)Cl)C(=O)O (4-Acetoxy-1-(2-chlorophenyl)-5-(4-chlorophenyl)-1H-pyrazole-3-carboxylic acid). RXN SMILES: [Cl:1][C:2]1[CH:7]=[CH:6][CH:5]=[CH:4][C:3]=1[N:8]1[C:12]([C:13]2[CH:18]=[CH:17][C:16]([Cl:19])=[CH:15][CH:14]=2)=[C:11]([OH:20])[C:10]([C:21]([OH:23])=[O:22])=[N:9]1.C(N(CC)C(C)C)(C)C.[C:33](OC(=O)C)(=[O:35])[CH3:34]>C(Cl)Cl>[C:33]([O:20][C:11]1[C:10]([C:21]([OH:23])=[O:22])=[N:9][N:8]([C:3]2[CH:4]=[CH:5][CH:6]=[CH:7][C:2]=2[Cl:1])[C:12]=1[C:13]1[CH:18]=[CH:17][C:16]([Cl:19])=[CH:15][CH:14]=1)(=[O:35])[CH3:34]. Reported procedure: 1-(2-Chlorophenyl)-5-(4-chlorophenyl)-4-hydroxy-1H-pyrazole-3-carboxylic acid I-6c (572.0 g, 1.64 mol) was combined with 8 liters of methylene chloride to give an off-white suspension. N,N-Diisopropylethylamine (427.9 g, 3.29 mol) was added over 15 minutes while keeping the temperature between 20–25° C. A clear yellow solution resulted. Acetic anhydride (334.5 g, 3.24 mol) was added over 5 minutes keeping the temperature between 20–25° C. The reaction was stirred at room temperature for 16 hours... Reactants: Cl.O=C1CCC(CC1)(C1=CC=CC=C1)N (4-Oxo-1-phenylcyclohexylamine hydrochloride), O=C1OCCN1P(=O)(N1C(OCC1)=O)Cl (Bis(2-oxo-3-oxazolidinyl)phosphinic chloride), C[C@H](C(=O)O)C1=CC(=CC(=C1)C(F)(F)F)C(F)(F)F ((S)-α-methyl-3,5-bis(trifluoromethyl)benzeneacetic acid), N1=CC=CC=C1 (pyridine). Run in ClCCl (dichloromethane), ClCCl (dichloromethane). Conditions: time 5 minute. Product: C[C@H](C(=O)NC1(CCC(CC1)=O)C1=CC=CC=C1)C1=CC(=CC(=C1)C(F)(F)F)C(F)(F)F ((S)-α-Methyl-N-(4-oxo-1-phenylcyclohexyl)-3,5-bis(trifluoromethyl)benzeneacetamide). The yield is 24.8%. Reaction SMILES: O=C1N(P(Cl)(N2CCOC2=O)=O)CCO1.[CH3:16][C@@H:17]([C:21]1[CH:26]=[C:25]([C:27]([F:30])([F:29])[F:28])[CH:24]=[C:23]([C:31]([F:34])([F:33])[F:32])[CH:22]=1)[C:18](O)=[O:19].N1C=CC=CC=1.Cl.[O:42]=[C:43]1[CH2:48][CH2:47][C:46]([NH2:55])([C:49]2[CH:54]=[CH:53][CH:52]=[CH:51][CH:50]=2)[CH2:45][CH2:44]1>ClCCl>[CH3:16][C@@H:17]([C:21]1[CH:22]=[C:23]([C:31]([F:32])([F:34])[F:33])[CH:24]=[C:25]([C:27]([F:29])([F:30])[F:28])[CH:26]=1)[C:18]([NH:55][C:46]1([C:49]2[CH:54]=[CH:53][CH:52]=[CH:51][CH:50]=2)[CH2:45][CH2:44][C:43](=[O:42])[CH2:48][CH2:47]1)=[O:19] |f:3.4|. Procedure details: Bis(2-oxo-3-oxazolidinyl)phosphinic chloride (672 mg, 2.64 mmol) was added to a solution of (S)-α-methyl-3,5-bis(trifluoromethyl)benzeneacetic acid (Description 40, 500 mg, 1.76 mmol) and pyridine (284 μL, 3.52 mmol) in dichloromethane (15 mL) and the mixture was stirred at room temperature for 5 minutes. 4-Oxo-1-phenylcyclohexylamine hydrochloride (Description 18, 500 mg, 2.64 mmol) was added and the mixture was stirred at room temperature for 48 hours. The mixture was diluted with dichlorometh... Reactants: C1(=CC=CC2=CC3=CC=CC=C3C=C12)C(=O)O (anthracene-1-carboxylic acid), CN(C)C=O (DMF), [OH-].[NH4+] (ammonium hydroxide), C(C(=O)Cl)(=O)Cl (oxalyl dichloride). Run in C1CCOC1 (THF). Run at temperature 0 celsius, time 2 hour. The product is C1(=CC=CC2=CC3=CC=CC=C3C=C12)C(=O)N (anthracene-1-carboxylic acid amide). Yield: 103.6%. As a reaction SMILES: [C:1]1([C:15]([OH:17])=O)[C:14]2[C:5](=[CH:6][C:7]3[C:12]([CH:13]=2)=[CH:11][CH:10]=[CH:9][CH:8]=3)[CH:4]=[CH:3][CH:2]=1.C[N:19](C=O)C.C(Cl)(=O)C(Cl)=O.[OH-].[NH4+]>C1COCC1>[C:1]1([C:15]([NH2:19])=[O:17])[C:14]2[C:5](=[CH:6][C:7]3[C:12]([CH:13]=2)=[CH:11][CH:10]=[CH:9][CH:8]=3)[CH:4]=[CH:3][CH:2]=1 |f:3.4|. Procedure: To a solution of anthracene-1-carboxylic acid (2.5 g, 11.26 mmol) in THF (30 ml) was added DMF (1.75 ml, 22.52 mmol). The solution was cooled to 0° C. and oxalyl dichloride (2M in CH2Cl2, 22.5 ml, 45 mmol) was added dropwise. The reaction solution was stirred at room temperature for 2 hours and then was cannulated into a solution of concentrated ammonium hydroxide (25 ml) in a 3-necked flask cooled at 0° C. The reaction mixture was allowed to warm to room temperature and stirred for 24 hours. Th...